Dataset: the Open Reaction Database (ORD), a public repository of structured organic reaction records. Task: describe an organic reaction: reactants, conditions, products, and yield Starting materials: OCC(CO)(CO)CO (pentaerythritol), C(O)([O-])=O.[Na+] (sodium hydrogen carbonate). Reagents/catalysts: [Pt] (platinum/carbon). Solvent: O (water). Run at temperature 35 celsius, time 8 hour. Product: OCC(C(=O)O)(CO)CO (3-hydroxy-2,2-bis(hydroxymethyl)propanoic acid). Reaction SMILES: [OH:1][CH2:2][C:3]([CH2:8][OH:9])([CH2:6][OH:7])[CH2:4][OH:5].C(=O)([O-])[OH:11].[Na+]>O.[Pt]>[OH:1][CH2:2][C:3]([CH2:8][OH:9])([CH2:6][OH:7])[C:4]([OH:11])=[O:5] |f:1.2|. Reported procedure: To a solution of pentaerythritol (10.0 g) in water (600 mL) was 5% platinum/carbon (hydrous article, 13.3 g). While maintaining pH of the reaction mixture to 6˜7 by means of 8% sodium hydrogen carbonate solution, it was stirred at 35° C. for 8 hours under an atmosphere of oxygen. After catalyst was filtered, and having removed, the reaction mixture was concentrated. After having put the obtained residue through ion exchange resin Amberlyst (Amberlyst: trade name) A-21 by means of 2N hydrochloric...